This data is from the Open Reaction Database (ORD), a public repository of structured organic reaction records. The task is: describe an organic reaction: reactants, conditions, products, and yield Starting materials: O=C([O-])[O-], OB(O)c1ccc(OCc2ccccc2)cc1, Cc1ccccc1, Clc1c2c(nc3ccnn13)CCCCC2, [Na+], [Na+], [Pd], c1ccc(P(c2ccccc2)c2ccccc2)cc1, c1ccc(P(c2ccccc2)c2ccccc2)cc1, c1ccc(P(c2ccccc2)c2ccccc2)cc1, c1ccc(P(c2ccccc2)c2ccccc2)cc1. The product is c1ccc(COc2ccc(-c3c4c(nc5ccnn35)CCCCC4)cc2)cc1. As a reaction SMILES: [C:33](=[O:34])([O-:35])[O-:36].[CH2:16]([c:17]1[cH:18][cH:19][cH:20][cH:21][cH:22]1)[O:23][c:24]1[cH:25][cH:26][c:27]([B:30]([OH:31])[OH:32])[cH:28][cH:29]1.[CH3:39][c:40]1[cH:41][cH:42][cH:43][cH:44][cH:45]1.[Cl:1][c:2]1[n:3]2[n:4][cH:5][cH:6][c:7]2[n:8][c:9]2[c:10]1[CH2:11][CH2:12][CH2:13][CH2:14][CH2:15]2.[Na+:37].[Na+:38].[Pd:46].[c:104]1([P:105]([c:106]2[cH:107][cH:108][cH:109][cH:110][cH:111]2)[c:112]2[cH:113][cH:114][cH:115][cH:116][cH:117]2)[cH:118][cH:119][cH:120][cH:121][cH:122]1.[c:47]1([P:48]([c:49]2[cH:50][cH:51][cH:52][cH:53][cH:54]2)[c:55]2[cH:56][cH:57][cH:58][cH:59][cH:60]2)[cH:61][cH:62][cH:63][cH:64][cH:65]1.[c:66]1([P:67]([c:68]2[cH:69][cH:70][cH:71][cH:72][cH:73]2)[c:74]2[cH:75][cH:76][cH:77][cH:78][cH:79]2)[cH:80][cH:81][cH:82][cH:83][cH:84]1.[c:85]1([P:86]([c:87]2[cH:88][cH:89][cH:90][cH:91][cH:92]2)[c:93]2[cH:94][cH:95][cH:96][cH:97][cH:98]2)[cH:99][cH:100][cH:101][cH:102][cH:103]1>>[c:2]1(-[c:27]2[cH:26][cH:25][c:24]([O:23][CH2:16][c:17]3[cH:18][cH:19][cH:20][cH:21][cH:22]3)[cH:29][cH:28]2)[n:3]2[n:4][cH:5][cH:6][c:7]2[n:8][c:9]2[c:10]1[CH2:11][CH2:12][CH2:13][CH2:14][CH2:15]2. Reactants: C1(CC1)[B-](F)(F)F.[K+] (potassium cyclopropyltrifluoroborate), C1CCOC1 (THF), P(=O)([O-])([O-])[O-].[K+].[K+].[K+] (tripotassium phosphate), BrC=1C=C(C=NC1)C=1C(=C2CC(N(C2=CC1)C)=O)Cl (5-(5-bromo-pyridin-3-yl)-4-chloro-1-methyl-1,3-dihydro-indol-2-one). Solvent: ClCCl (dichloromethane), C([O-])(O)=O.[Na+] (sodium bicarbonate), ClCCl (dichloromethane). Reaction conditions: temperature 125 celsius. Product: ClC1=C2CC(N(C2=CC=C1C=1C=NC=C(C1)C1CC1)C)=O (4-chloro-5-(5-cyclopropyl-pyridin-3-yl)-1-methyl-1,3-dihydro-indol-2-one). RXN SMILES: Br[C:2]1[CH:3]=[C:4]([C:8]2[C:9]([Cl:19])=[C:10]3[C:14](=[CH:15][CH:16]=2)[N:13]([CH3:17])[C:12](=[O:18])[CH2:11]3)[CH:5]=[N:6][CH:7]=1.[CH:20]1([B-](F)(F)F)[CH2:22][CH2:21]1.[K+].C1COCC1.P([O-])([O-])([O-])=O.[K+].[K+].[K+]>ClCCl.C(=O)(O)[O-].[Na+]>[Cl:19][C:9]1[C:8]([C:4]2[CH:5]=[N:6][CH:7]=[C:2]([CH:20]3[CH2:22][CH2:21]3)[CH:3]=2)=[CH:16][CH:15]=[C:14]2[C:10]=1[CH2:11][C:12](=[O:18])[N:13]2[CH3:17] |f:1.2,4.5.6.7,9.10|. Procedure: To 5-(5-bromo-pyridin-3-yl)-4-chloro-1-methyl-1,3-dihydro-indol-2-one prepared as described in Example 28, (85 mg, 0.25 mmol) was added potassium cyclopropyltrifluoroborate (41 mg, 0.38 mmol), THF (2 mL) water, (0.66 mL), and tripotassium phosphate (187 mg, 0.88 mmol). The reaction mixture was degassed and placed under an argon atmosphere, and then (1,1′-bis(diphenylphosphino)-ferrocenel-dichloropalladium(II) complexed with dichloromethane (CAS#72287-26-4 10.3 mg, 0.013 mmol) was added. The reac... Starting materials: C1CCOC1, CO, CCOC(=O)c1cc2c(OCC(O)CO)cccc2n1Cc1ccc(Cl)c(Cl)c1, [Na+], [OH-]. Product: O=C(O)c1cc2c(OCC(O)CO)cccc2n1Cc1ccc(Cl)c(Cl)c1. RXN SMILES: [CH2:34]1[O:35][CH2:36][CH2:37][CH2:38]1.[CH3:30][OH:31].[Cl:1][c:2]1[cH:3][c:4]([CH2:5][n:6]2[c:7]([C:21](=[O:22])[O:23][CH2:24][CH3:25])[cH:8][c:9]3[c:10]([O:15][CH2:16][CH:17]([CH2:18][OH:19])[OH:20])[cH:11][cH:12][cH:13][c:14]23)[cH:26][cH:27][c:28]1[Cl:29].[Na+:33].[OH-:32]>>[Cl:1][c:2]1[cH:3][c:4]([CH2:5][n:6]2[c:7]([C:21](=[O:22])[OH:23])[cH:8][c:9]3[c:10]([O:15][CH2:16][CH:17]([CH2:18][OH:19])[OH:20])[cH:11][cH:12][cH:13][c:14]23)[cH:26][cH:27][c:28]1[Cl:29]. The reactants are N12CC2C1 (1-azabicyclo[ 1.1.0]butane), Br.BrC(CN)CBr (2,3-dibromopropylamine hydrobromide), [OH-].[Ca+2].[OH-] (Calcium hydroxide), N1CCOCC1 (morpholine), S(O)(O)(=O)=O (sulfuric acid). Solvent: O (water), C(C)O (ethanol). Conditions: time 30 minute. The product is N1CC(C1)N1CCOCC1 (4-(azetidin-3-yl)morpholine). Yield: 33.0%. RXN SMILES: [N:1]12[CH2:4][CH:3]1[CH2:2]2.Br.BrC(CBr)CN.[NH:12]1[CH2:17][CH2:16][O:15][CH2:14][CH2:13]1.S(=O)(=O)(O)O.[OH-].[Ca+2].[OH-]>C(O)C.O>[NH:1]1[CH2:4][CH:3]([N:12]2[CH2:17][CH2:16][O:15][CH2:14][CH2:13]2)[CH2:2]1 |f:1.2,5.6.7|. Reported procedure: A solution of 1-azabicyclo[ 1.1.0]butane, prepared from 2,3-dibromopropylamine hydrobromide (58.8 mmol) according to a known procedure described in Tetrahedron Lett. 40: 3761-64 (1999), was slowly added to a solution of morpholine (15.7 ml; 180 mmol) and sulfuric acid (3.3 g of 96% soln.) in anhydrous non-denaturated ethanol (250 ml) at 0° C. The reaction mixture was stirred on ice bath for 30 min., then at room temperature for 8 h. Calcium hydroxide (5.5 g) and 100 ml of water was added and the...